This data is from the Open Reaction Database (ORD), a public repository of structured organic reaction records. The task is: describe an organic reaction: reactants, conditions, products, and yield Starting materials: NC(CCCCC(=O)OC)C1=C(C=CC=C1OC)OC (methyl 6-amino-6-(2,6-dimethoxyphenyl)hexanoate), C1(=CC(=CC=C1)C=O)C1=CC=CC=C1 ([1,1′-biphenyl]-3-carbaldehyde). Product: C1(=CC(=CC=C1)CN1C(CCCCC1C1=C(C=CC=C1OC)OC)=O)C1=CC=CC=C1 (1-([1,1′-biphenyl]-3-ylmethyl)-7-(2,6-dimethoxyphenyl)azepan-2-one). Reaction SMILES: [NH2:1][CH:2]([C:11]1[C:16]([O:17][CH3:18])=[CH:15][CH:14]=[CH:13][C:12]=1[O:19][CH3:20])[CH2:3][CH2:4][CH2:5][CH2:6][C:7]([O:9]C)=O.[C:21]1([C:29]2[CH:34]=[CH:33][CH:32]=[CH:31][CH:30]=2)[CH:26]=[CH:25][CH:24]=[C:23]([CH:27]=O)[CH:22]=1>>[C:21]1([C:29]2[CH:30]=[CH:31][CH:32]=[CH:33][CH:34]=2)[CH:26]=[CH:25][CH:24]=[C:23]([CH2:27][N:1]2[CH:2]([C:11]3[C:16]([O:17][CH3:18])=[CH:15][CH:14]=[CH:13][C:12]=3[O:19][CH3:20])[CH2:3][CH2:4][CH2:5][CH2:6][C:7]2=[O:9])[CH:22]=1. Reported procedure: Prepared according to the described general procedure 1 (GP1) by reaction of methyl 6-amino-6-(2,6-dimethoxyphenyl)hexanoate with commercially available [1,1′-biphenyl]-3-carbaldehyde. Subsequent purification by preparative HPLC afforded the target compound. LC-MS (conditions A): tR=0.99 min.; [M+H]+: 416.24 g/mol.